Dataset: the Open Reaction Database (ORD), a public repository of structured organic reaction records. Task: describe an organic reaction: reactants, conditions, products, and yield Reactants: Cl (hydrogen chloride), OC=1C=C(C(=O)OCC)C=CC1 (Ethyl 3-hydroxybenzoate), BrC1=CC=C(C=C1)OC (4-bromoanisole), C([O-])([O-])=O.[K+].[K+] (potassium carbonate). Reagents/catalysts: [Cu] (copper). The solvent is O (Water). Conditions: time 20 hour. Product: COC1=CC=C(OC=2C=C(C(=O)O)C=CC2)C=C1 (3-(4'-methoxyphenoxy)benzoic acid). The yield is 81.5%. RXN SMILES: [OH:1][C:2]1[CH:3]=[C:4]([CH:10]=[CH:11][CH:12]=1)[C:5]([O:7]CC)=[O:6].Br[C:14]1[CH:19]=[CH:18][C:17]([O:20][CH3:21])=[CH:16][CH:15]=1.C(=O)([O-])[O-].[K+].[K+].Cl>[Cu].O>[CH3:21][O:20][C:17]1[CH:18]=[CH:19][C:14]([O:1][C:2]2[CH:3]=[C:4]([CH:10]=[CH:11][CH:12]=2)[C:5]([OH:7])=[O:6])=[CH:15][CH:16]=1 |f:2.3.4|. Reported procedure: Ethyl 3-hydroxybenzoate (34.0 grams (g), 0.205 mole) (Aldrich Chemical Company, Milwaukee, Wis.), 4-bromoanisole (26.0 milliliters (ml)), (38.8 g, 0.208 mole) (Aldrich Chemical Company), anhydrous potassium carbonate (17.8 g, 0.129 mole) and copper powder (10.0 g, 0.157 mole), (Fisher Scientific, Pittsburgh, Pa.) were heated under nitrogen to 190° C. with slow stirring. Water generated during the reaction was removed by means of a short-path distillation apparatus attached to the reaction flask.... Starting materials: CN(C)c1ccncc1, ClCCl, Nc1cccc(F)c1, O, O=S(Cl)Cl, O=C(O)Cc1ccc(-c2ccccc2)cc1. Yields the product O=C(Cc1ccc(-c2ccccc2)cc1)Nc1cccc(F)c1. Reaction SMILES: [CH3:32][N:33]([CH3:34])[c:35]1[cH:36][cH:37][n:38][cH:39][cH:40]1.[Cl:29][CH2:30][Cl:31].[NH2:21][c:22]1[cH:23][cH:24][cH:25][c:26]([F:27])[cH:28]1.[OH2:41].[S:1]([Cl:2])([Cl:3])=[O:4].[c:5]1(-[c:15]2[cH:16][cH:17][cH:18][cH:19][cH:20]2)[cH:6][cH:7][c:8]([CH2:11][C:12](=[O:13])[OH:14])[cH:9][cH:10]1>>[c:5]1(-[c:15]2[cH:16][cH:17][cH:18][cH:19][cH:20]2)[cH:6][cH:7][c:8]([CH2:11][C:12](=[O:14])[NH:21][c:22]2[cH:23][cH:24][cH:25][c:26]([F:27])[cH:28]2)[cH:9][cH:10]1. The reactants are CN(C)c1ccncc1, O=C(Cl)Oc1ccc([N+](=O)[O-])cc1, ClCCl, COC(=O)C1=C(C)N=C(OC)NC1c1ccc(F)cc1. The product is COC(=O)C1=C(C)N=C(OC)N(C(=O)Oc2ccc([N+](=O)[O-])cc2)C1c1ccc(F)cc1. As a reaction SMILES: [CH3:34][N:35]([CH3:36])[c:37]1[cH:38][cH:39][n:40][cH:41][cH:42]1.[Cl:21][C:22](=[O:23])[O:24][c:25]1[cH:26][cH:27][c:28]([N+:31](=[O:32])[O-:33])[cH:29][cH:30]1.[Cl:43][CH2:44][Cl:45].[F:1][c:2]1[cH:3][cH:4][c:5]([CH:8]2[C:9]([C:17](=[O:18])[O:19][CH3:20])=[C:10]([CH3:16])[N:11]=[C:12]([O:14][CH3:15])[NH:13]2)[cH:6][cH:7]1>>[F:1][c:2]1[cH:3][cH:4][c:5]([CH:8]2[C:9]([C:17](=[O:18])[O:19][CH3:20])=[C:10]([CH3:16])[N:11]=[C:12]([O:14][CH3:15])[N:13]2[C:22](=[O:23])[O:24][c:25]2[cH:26][cH:27][c:28]([N+:31](=[O:32])[O-:33])[cH:29][cH:30]2)[cH:6][cH:7]1. The reactants are [Br-], CCCC[N+](CCCC)(CCCC)CCCC, CCC1(CO)COC1, C=CCBr, [K+], [OH-], O. The product is C=CCOCC1(CC)COC1. RXN SMILES: [Br-:15].[CH2:16]([N+:17]([CH2:18][CH2:19][CH2:20][CH3:21])([CH2:22][CH2:23][CH2:24][CH3:25])[CH2:26][CH2:27][CH2:28][CH3:29])[CH2:30][CH2:31][CH3:32].[CH2:1]([CH3:2])[C:3]1([CH2:7][OH:8])[CH2:4][O:5][CH2:6]1.[CH2:9]([CH:10]=[CH2:11])[Br:12].[K+:14].[OH-:13].[OH2:33]>>[CH2:1]([CH3:2])[C:3]1([CH2:7][O:8][CH2:11][CH:10]=[CH2:9])[CH2:4][O:5][CH2:6]1.